Dataset: the Open Reaction Database (ORD), a public repository of structured organic reaction records. Task: describe an organic reaction: reactants, conditions, products, and yield As a reaction SMILES: [C:1]([C:4]1[CH:29]=[CH:28][C:7]([O:8][CH2:9][CH2:10][CH2:11][O:12][C:13]2[CH:18]=[CH:17][C:16]([C:19](=[O:27])[C:20]([CH3:26])([CH3:25])[CH2:21][C:22]([OH:24])=[O:23])=[CH:15][CH:14]=2)=[C:6]([CH2:30][CH2:31][CH3:32])[C:5]=1[OH:33])(=[O:3])[CH3:2].[C:34](=O)([O-])[O-].[K+].[K+]>C(C(C)=O)C>[C:1]([C:4]1[CH:29]=[CH:28][C:7]([O:8][CH2:9][CH2:10][CH2:11][O:12][C:13]2[CH:18]=[CH:17][C:16]([C:19](=[O:27])[C:20]([CH3:26])([CH3:25])[CH2:21][C:22]([O:24][CH3:34])=[O:23])=[CH:15][CH:14]=2)=[C:6]([CH2:30][CH2:31][CH3:32])[C:5]=1[OH:33])(=[O:3])[CH3:2] |f:1.2.3|. The product is C(C)(=O)C1=C(C(=C(OCCCOC2=CC=C(C=C2)C(C(CC(=O)OC)(C)C)=O)C=C1)CCC)O (Methyl 4-(3-(4-acetyl-3-hydroxy-2-propylphenoxy)propyloxy)-gamma-oxo-beta,beta-dimethylbenzenebutanoate). Run at time 18 hour. Solvent: C(C)C(=O)C (methyl ethyl ketone). Procedure: A mixture of the product from Step C (250 mg), 4-(3-bromopropyl)-2-hydroxy-3-propylacetophenone (315 mg), and potassium carbonate (410 mg) in methyl ethyl ketone (10 ml) was refluxed under N2 for 4 hours then stirred at ambient temperature for 18 hours. The mixture was filtered, washed with brine, evaporated to dryness and the resulting oil was Purified by chromatography on silica gel to provide the title compound as an oil. NMR (CDCl3) 0.90 (3H, t), 1.43 (6H, s), 1.52 (2H, m), 2.30 (2H, m), 2.5... Reactants: C(C)(=O)C1=C(C(=C(OCCCOC2=CC=C(C=C2)C(C(CC(=O)O)(C)C)=O)C=C1)CCC)O (4(3(4-Acetyl-3-hydroxy-2-propylphenoxy)propyloxy)-gamma-oxo-beta,beta-dimethylbenzenebutanoic acid), 4-(3-bromopropyl)-2-hydroxy-3-propylacetophenone, C([O-])([O-])=O.[K+].[K+] (potassium carbonate).